From a dataset of the Open Reaction Database (ORD), a public repository of structured organic reaction records. describe an organic reaction: reactants, conditions, products, and yield The reactants are C(C(=C)C)(=O)OC (Methyl methacrylate), C1(CC1)NC1=C2C(=NC=C1C=NO)N(N=C2)CC (4-cyclopropylamino-1-ethyl-1H-pyrazolo[3,4-b]pyridine-5-carbaldehyde oxime), Cl[O-].[Na+] (Sodium hypochlorite). Solvent: O1CCCC1 (tetrahydrofuran). Product: C1(CC1)NC1=C2C(=NC=C1C1=NOC(C1)(C(=O)OC)C)N(N=C2)CC (methyl 3-[4-(cyclopropylamino)-1-ethyl-1H-pyrazolo[3,4-b]pyridin-5-yl]-5-methyl-4,5-dihydroisoxazole-5-carboxylate). Reaction SMILES: [C:1]([O:6][CH3:7])(=[O:5])[C:2]([CH3:4])=[CH2:3].[CH:8]1([NH:11][C:12]2[C:17]([CH:18]=[N:19][OH:20])=[CH:16][N:15]=[C:14]3[N:21]([CH2:24][CH3:25])[N:22]=[CH:23][C:13]=23)[CH2:10][CH2:9]1.Cl[O-].[Na+]>O1CCCC1>[CH:8]1([NH:11][C:12]2[C:17]([C:18]3[CH2:3][C:2]([CH3:4])([C:1]([O:6][CH3:7])=[O:5])[O:20][N:19]=3)=[CH:16][N:15]=[C:14]3[N:21]([CH2:24][CH3:25])[N:22]=[CH:23][C:13]=23)[CH2:9][CH2:10]1 |f:2.3|. Procedure details: Methyl methacrylate (0.3 ml, 0.0028 mole) was added to 4-cyclopropylamino-1-ethyl-1H-pyrazolo[3,4-b]pyridine-5-carbaldehyde oxime (70 mg, 0.00028 mol) in tetrahydrofuran. The reaction mixture was stirred at room temperature. Sodium hypochlorite (2 ml) was added slowly to the mixture thus obtained over a period of about 5 minutes and the reaction mixture was allowed to stir at room temperature for about 4 hours. Tetrahydrofuran was evaporated and the organic layer was extracted with ethyl acetate... The reactants are C(C1=CC=CC=C1)(=O)OCCOCCN1C=CC=2N=CN=C(C21)Cl (2-[2-(4-chloro-5H-pyrrolo[3,2-d]pyrimidin-5-yl)ethoxy]ethyl benzoate), ClC=1C=C(N)C=CC1OC1=CC(=CC=C1)Cl (3-chloro-4-(3-chlorophenoxy)aniline), CN1C(CCC1)=O (1-methyl-2-pyrrolidone), C(O)([O-])=O.[Na+] (sodium hydrogen carbonate). Solvent: O (Water). Conditions: temperature 120 celsius, time 2 hour. The product is ClC=1C=C(C=CC1OC1=CC(=CC=C1)Cl)NC=1C2=C(N=CN1)C=CN2CCOCCO (2-[2-(4-{[3-chloro-4-(3-chlorophenoxy)phenyl]amino}-5H-pyrrolo[3,2-d]pyrimidin-5-yl)ethoxy]ethanol). Isolated yield 67.9%. RXN SMILES: C([O:9][CH2:10][CH2:11][O:12][CH2:13][CH2:14][N:15]1[C:23]2[C:22](Cl)=[N:21][CH:20]=[N:19][C:18]=2[CH:17]=[CH:16]1)(=O)C1C=CC=CC=1.[Cl:25][C:26]1[CH:27]=[C:28]([CH:30]=[CH:31][C:32]=1[O:33][C:34]1[CH:39]=[CH:38][CH:37]=[C:36]([Cl:40])[CH:35]=1)[NH2:29].CN1CCCC1=O.C(=O)([O-])O.[Na+]>O>[Cl:25][C:26]1[CH:27]=[C:28]([NH:29][C:22]2[C:23]3[N:15]([CH2:14][CH2:13][O:12][CH2:11][CH2:10][OH:9])[CH:16]=[CH:17][C:18]=3[N:19]=[CH:20][N:21]=2)[CH:30]=[CH:31][C:32]=1[O:33][C:34]1[CH:39]=[CH:38][CH:37]=[C:36]([Cl:40])[CH:35]=1 |f:3.4|. Procedure details: A mixture of 2-[2-(4-chloro-5H-pyrrolo[3,2-d]pyrimidin-5-yl)ethoxy]ethyl benzoate (346 mg), 3-chloro-4-(3-chlorophenoxy)aniline (280 mg) and 1-methyl-2-pyrrolidone (3 mL) was stirred at 120° C. for 2 hrs. Water and saturated aqueous sodium hydrogen carbonate solution were added to the reaction mixture and the mixture was extracted with ethyl acetate. The ethyl acetate layer washed successively with water and saturated brine and dried over anhydrous magnesium sulfate. The solvent was evaporated u... The product is ClC1=NN=C2N1C1=C(C(=NC2)C2=CC=CC=C2)C=C(C=C1)F (1-Chloro-8-fluoro-6-phenyl-4H-s-triazolo[4,3-a]-[1,4]benzodiazepine). The reactants are FC=1C=CC(=C(C(=O)C2=CC=CC=C2)C1)N1C(=NN=C1CN1C(C=2C(C1=O)=CC=CC2)=O)Cl (5-fluoro-2-(3-chloro-5-phthalimidomethyl-4H-1,2,4-triazol-4-yl)benzophenone), C(C)N (ethylamine). Procedure: The 5-fluoro-2-(3-chloro-5-phthalimidomethyl-4H-1,2,4-triazol-4-yl)benzophenone is reacted with ethylamine to form the titled product. As a reaction SMILES: [F:1][C:2]1[CH:3]=[CH:4][C:5]([N:16]2[C:20]([CH2:21][N:22]3C(=O)[C:25]4=[CH:28][CH:29]=[CH:30][CH:31]=[C:24]4[C:23]3=O)=[N:19][N:18]=[C:17]2[Cl:33])=[C:6]([CH:15]=1)C(C1C=CC=CC=1)=O.C(N)C>>[Cl:33][C:17]1[N:16]2[C:5]3[CH:4]=[CH:3][C:2]([F:1])=[CH:15][C:6]=3[C:23]([C:24]3[CH:25]=[CH:28][CH:29]=[CH:30][CH:31]=3)=[N:22][CH2:21][C:20]2=[N:19][N:18]=1. The reactants are ClC1(C(C1)C1=CC=C(N)C=C1)Cl (p-(2,2-dichlorocyclopropyl)aniline), S(O)(O)(=O)=O (sulfuric acid), C(C)(=O)O (acetic acid), N(=O)[O-].[Na+] (sodium nitrite). Run in O (water), O (water), O (water). Reaction conditions: time 10 minute. The product is ClC1(C(C1)C1=CC=C(C=C1)O)Cl (p-(2,2-Dichlorocyclopropyl)phenol). As a reaction SMILES: [Cl:1][C:2]1([Cl:12])[CH2:4][CH:3]1[C:5]1[CH:11]=[CH:10][C:8](N)=[CH:7][CH:6]=1.C(O)(=[O:15])C.N([O-])=O.[Na+].S(=O)(=O)(O)O>O>[Cl:1][C:2]1([Cl:12])[CH2:4][CH:3]1[C:5]1[CH:11]=[CH:10][C:8]([OH:15])=[CH:7][CH:6]=1 |f:2.3|. Procedure: A solution of 50 g. (0.248 mole) of p-(2,2-dichlorocyclopropyl)aniline in 185 ml. of glacial acetic acid was cooled to about 10°C., and a solution of 18.9 g. (0.273 mole) of sodium nitrite in 185 ml. of water was added dropwise to the stirred solution. A thick slurry formed and this was added portionwise to a stirred solution of 160 ml. of concentrated sulfuric acid in 320 ml. of water held at 100°-105°C. The reaction mixture was stirred at 100 ± 5°C. for 10 minutes, then cooled and diluted with... The reactants are CC1=C(C(=C2C(=N1)SC1=C2CCC1)C1=CC=C(C=C1)C)C(C(=O)OC)COC (methyl 2-[2-Methyl-4-(4-methylphenyl)-6,7-dihydro-5H-cyclopenta[4,5]thieno[2,3-b]pyridin-3-yl]-3-methoxypropanoate), [OH-].[Na+] (sodium hydroxide), Cl (HCl). Solvent: CO (methanol). Conditions: temperature 50 celsius. Yields the product CC1=C(C(=C2C(=N1)SC1=C2CCC1)C1=CC=C(C=C1)C)C(C(=O)O)COC (2-[2-Methyl-4-(p-tolyl)-6,7-dihydro-5H-cyclopenta[4,5]thieno[2,3-b]pyridin-3-yl]-3-methoxypropanoic acid). The yield is 32.1%. As a reaction SMILES: [CH3:1][C:2]1[N:7]=[C:6]2[S:8][C:9]3[CH2:13][CH2:12][CH2:11][C:10]=3[C:5]2=[C:4]([C:14]2[CH:19]=[CH:18][C:17]([CH3:20])=[CH:16][CH:15]=2)[C:3]=1[CH:21]([CH2:26][O:27][CH3:28])[C:22]([O:24]C)=[O:23].[OH-].[Na+].Cl>CO>[CH3:1][C:2]1[N:7]=[C:6]2[S:8][C:9]3[CH2:13][CH2:12][CH2:11][C:10]=3[C:5]2=[C:4]([C:14]2[CH:19]=[CH:18][C:17]([CH3:20])=[CH:16][CH:15]=2)[C:3]=1[CH:21]([CH2:26][O:27][CH3:28])[C:22]([OH:24])=[O:23] |f:1.2|. Procedure: To a solution of methyl 2-[2-Methyl-4-(4-methylphenyl)-6,7-dihydro-5H-cyclopenta[4,5]thieno[2,3-b]pyridin-3-yl]-3-methoxypropanoate (0.124 g; 0.31 mmol) in methanol (3.1 mL) was added a solution of sodium hydroxide 10 N (0.31 ml) and the mixture was heated to 50° C. for 18 h. After cooling, the reaction mixture was carefully acidified with 1N HCl (pH˜2) and partially concentrated under reduced pressure. The residue was partitioned between ethyl acetate and water. The organic layer was washed wit... Starting materials: C1CCNC1, CN(C)C=O, CS(=O)(=O)OCc1ccc(NC=C2C(=O)NC(=O)c3ccccc32)cc1. Product: O=C1NC(=O)c2ccccc2C1=CNc1ccc(CN2CCCC2)cc1. As a reaction SMILES: [CH2:27]1[CH2:28][CH2:29][NH:30][CH2:31]1.[CH3:32][N:33]([CH3:34])[CH:35]=[O:36].[O:1]=[C:2]1[NH:3][C:4](=[O:26])[C:5](=[CH:12][NH:13][c:14]2[cH:15][cH:16][c:17]([CH2:18][O:19][S:20]([CH3:21])(=[O:22])=[O:23])[cH:24][cH:25]2)[c:6]2[cH:7][cH:8][cH:9][cH:10][c:11]21>>[O:1]=[C:2]1[NH:3][C:4](=[O:26])[C:5](=[CH:12][NH:13][c:14]2[cH:15][cH:16][c:17]([CH2:18][N:30]3[CH2:29][CH2:28][CH2:27][CH2:31]3)[cH:24][cH:25]2)[c:6]2[cH:7][cH:8][cH:9][cH:10][c:11]21.